Dataset: the Open Reaction Database (ORD), a public repository of structured organic reaction records. Task: describe an organic reaction: reactants, conditions, products, and yield The reactants are ClC1=CC=C(C=C1)C#CC1=CC=C(CN(C=2C=CC(=C(C(=O)O)C2)O)C(C2=CC=C(C=C2)OC)=O)C=C1 (5-[{4-[(4-chlorophenyl)ethynyl]benzyl}(4-methoxybenzoyl)amino]-2-hydroxybenzoic acid), CNC[C@H](O)[C@@H](O)[C@H](O)[C@H](O)CO (N-methyl-D-glucamine). Yields the product CNC[C@H](O)[C@@H](O)[C@H](O)[C@H](O)CO.ClC1=CC=C(C=C1)C#CC1=CC=C(CN(C=2C=CC(=C(C(=O)O)C2)O)C(C2=CC=C(C=C2)OC)=O)C=C1 (5-[{4-[(4-chlorophenyl)ethynyl]benzyl}(4-methoxybenzoyl)amino]-2-hydroxybenzoic acid N-methyl-D-glucamine). Reaction SMILES: [Cl:1][C:2]1[CH:7]=[CH:6][C:5]([C:8]#[C:9][C:10]2[CH:37]=[CH:36][C:13]([CH2:14][N:15]([C:26](=[O:35])[C:27]3[CH:32]=[CH:31][C:30]([O:33][CH3:34])=[CH:29][CH:28]=3)[C:16]3[CH:17]=[CH:18][C:19]([OH:25])=[C:20]([CH:24]=3)[C:21]([OH:23])=[O:22])=[CH:12][CH:11]=2)=[CH:4][CH:3]=1.[CH3:38][NH:39][CH2:40][C@@H:41]([C@H:43]([C@@H:45]([C@@H:47]([CH2:49][OH:50])[OH:48])[OH:46])[OH:44])[OH:42]>>[CH3:38][NH:39][CH2:40][C@@H:41]([C@H:43]([C@@H:45]([C@@H:47]([CH2:49][OH:50])[OH:48])[OH:46])[OH:44])[OH:42].[Cl:1][C:2]1[CH:3]=[CH:4][C:5]([C:8]#[C:9][C:10]2[CH:11]=[CH:12][C:13]([CH2:14][N:15]([C:26](=[O:35])[C:27]3[CH:28]=[CH:29][C:30]([O:33][CH3:34])=[CH:31][CH:32]=3)[C:16]3[CH:17]=[CH:18][C:19]([OH:25])=[C:20]([CH:24]=3)[C:21]([OH:23])=[O:22])=[CH:36][CH:37]=2)=[CH:6][CH:7]=1 |f:2.3|. Procedure: The titled compound was prepared following the procedure D using 5-[{4-[(4-chlorophenyl)ethynyl]benzyl}(4-methoxybenzoyl)amino]-2-hydroxybenzoic acid and N-methyl-D-glucamine as a white powder (47%). M− (ESI): 509.8. M+ (ESI): 512.4. HPLC, Rt: 4.94 min (Purity: 98.7%). Starting materials: [BH4-], Cc1cc([N+](=O)[O-])ccc1N=C1SCCN1CC(=O)C(C)(C)C, CO, [Na+]. Yields the product Cc1cc([N+](=O)[O-])ccc1N=C1SCCN1CC(O)C(C)(C)C. RXN SMILES: [BH4-:24].[CH3:1][c:2]1[c:3]([N:11]=[C:12]2[S:13][CH2:14][CH2:15][N:16]2[CH2:17][C:18]([C:19]([CH3:20])([CH3:21])[CH3:22])=[O:23])[cH:4][cH:5][c:6]([N+:8](=[O:9])[O-:10])[cH:7]1.[CH3:26][OH:27].[Na+:25]>>[CH3:1][c:2]1[c:3]([N:11]=[C:12]2[S:13][CH2:14][CH2:15][N:16]2[CH2:17][CH:18]([C:19]([CH3:20])([CH3:21])[CH3:22])[OH:23])[cH:4][cH:5][c:6]([N+:8](=[O:9])[O-:10])[cH:7]1. Reactants: CC1CCC(Br)c2ncc(C(=O)O)c(=O)n21, CCCCN, ClC(Cl)Cl, Cl, O. Yields the product CCCCNC1=CCC(C)n2c1ncc(C(=O)O)c2=O. RXN SMILES: [Br:1][CH:2]1[CH2:3][CH2:4][CH:5]([CH3:16])[n:6]2[c:7]1[n:8][cH:9][c:10]([C:13](=[O:14])[OH:15])[c:11]2=[O:12].[CH2:21]([CH2:22][CH2:23][CH3:24])[NH2:25].[CH:17]([Cl:18])([Cl:19])[Cl:20].[ClH:26].[OH2:27]>>[C:2]1([NH:25][CH2:21][CH2:22][CH2:23][CH3:24])=[CH:3][CH2:4][CH:5]([CH3:16])[n:6]2[c:7]1[n:8][cH:9][c:10]([C:13](=[O:14])[OH:15])[c:11]2=[O:12]. Starting materials: O=C(O)c1cc(Br)cc(C(F)(F)F)c1, Cc1ccc(C2CN(C(=O)OC(C)(C)C)CCC2N)cc1F, Cc1ccc(S(=O)(=O)O)cc1. Product: Cc1ccc(C2CN(C(=O)OC(C)(C)C)CCC2NC(=O)c2cc(Br)cc(C(F)(F)F)c2)cc1F. As a reaction SMILES: [Br:34][c:35]1[cH:36][c:37]([C:38](=[O:39])[OH:40])[cH:41][c:42]([C:44]([F:45])([F:46])[F:47])[cH:43]1.[NH2:12][CH:13]1[CH:14]([c:26]2[cH:27][c:28]([F:33])[c:29]([CH3:32])[cH:30][cH:31]2)[CH2:15][N:16]([C:19](=[O:20])[O:21][C:22]([CH3:23])([CH3:24])[CH3:25])[CH2:17][CH2:18]1.[c:1]1([CH3:2])[cH:3][cH:4][c:5]([S:6]([OH:7])(=[O:8])=[O:9])[cH:10][cH:11]1>>[NH:12]([CH:13]1[CH:14]([c:26]2[cH:27][c:28]([F:33])[c:29]([CH3:32])[cH:30][cH:31]2)[CH2:15][N:16]([C:19](=[O:20])[O:21][C:22]([CH3:23])([CH3:24])[CH3:25])[CH2:17][CH2:18]1)[C:38]([c:37]1[cH:36][c:35]([Br:34])[cH:43][c:42]([C:44]([F:45])([F:46])[F:47])[cH:41]1)=[O:39]. Reactants: ClC=1C(=NC=C(C1)C(F)(F)F)C(C#N)(C)N=C(C1=CC=CC=C1)C1=CC=CC=C1 (2-(3-Chloro-5-trifluoromethyl-2-pyridyl)-2-[(diphenylmethylene)amino]propionitrile), Cl (hydrogen chloride). Run in C(C)OCC (diethyl ether). Conditions: time 36 hour. Yields the product Cl.NC(C#N)(C)C1=NC=C(C=C1Cl)C(F)(F)F (2-Amino-2-(3-chloro-5-trifluoromethyl-2-pyridyl)propionitrile Hydrochloride). As a reaction SMILES: [Cl:1][C:2]1[C:3]([C:12]([N:16]=C(C2C=CC=CC=2)C2C=CC=CC=2)([CH3:15])[C:13]#[N:14])=[N:4][CH:5]=[C:6]([C:8]([F:11])([F:10])[F:9])[CH:7]=1.Cl>C(OCC)C>[ClH:1].[NH2:16][C:12]([C:3]1[C:2]([Cl:1])=[CH:7][C:6]([C:8]([F:10])([F:11])[F:9])=[CH:5][N:4]=1)([CH3:15])[C:13]#[N:14] |f:3.4|. Reported procedure: To a vigorously stirred solution of the product from stage b) (5.5 g) in diethyl ether (100 ml) under nitrogen was added 2M aqueous hydrogen chloride (100 ml) and stirring continued for 36 hours. The phases were separated and the organic phase was extracted with 2M aqueous hydrogen chloride (2×20 ml). The combined aqueous phases were extracted with diethyl ether (2×20 ml) and the organic extracts discarded. The aqueous phase was evaporated in vacuo then azeotroped with toluene (3×50 ml). Tritura...